Dataset: the Open Reaction Database (ORD), a public repository of structured organic reaction records. Task: describe an organic reaction: reactants, conditions, products, and yield Reactants: C(C1=CC=CC=C1)(=O)NCC(=O)O (N-benzoyl glycine), C([O-])(O)=O.[K+] (potassium bicarbonate), C(C)(=O)OC(C)=O (acetic anhydride), 2-Phenyl-4-(3-pyridylmethyl)oxazolone, 3-Pyridylaldehyde. Solvent: O (water). Yields the product C1(=CC=CC=C1)C=1OC(C(N1)=CC=1C=NC=CC1)=O (2-phenyl-4-(3-pyridylmethylene)-2-oxazolin-5-one). Reaction SMILES: [C:1]([NH:9][CH2:10][C:11](O)=O)(=O)[C:2]1[CH:7]=[CH:6][CH:5]=[CH:4][CH:3]=1.[C:14](=[O:17])(O)[O-:15].[K+].C(O[C:23](=O)[CH3:24])(=O)C>O>[C:2]1([C:1]2[O:15][C:14](=[O:17])[C:10](=[CH:11][C:2]3[CH:1]=[N:9][CH:10]=[CH:23][CH:24]=3)[N:9]=2)[CH:7]=[CH:6][CH:5]=[CH:4][CH:3]=1 |f:1.2|. Reported procedure: 2-Phenyl-4-(3-pyridylmethyl)oxazolone. A mixture of 180 g of N-benzoyl glycine, 40 g of potassium bicarbonate and 400 ml of acetic anhydride was stirred until solution occurred. 3-Pyridylaldehyde (100 ml) was then added and the mixture stirred for 1 hr with maintenance of the temperature at 20°-25° C. by means of a cold water bath. The mixture was poured into 2 liters of hot water and the precipitate collected by filtration and dried to afford 2-phenyl-4-(3-pyridylmethylene)-2-oxazolin-5-one, mp... The reactants are C(C)(C)(C)OC(NC1C2CN(CC12)C1=CC2=C(N=CN=C2NC2=CC(=C(C=C2)OC=2C=NC=CC2)C)C=N1)=O ((3-{4-[3-Methyl-4-(pyridin-3-yloxy)-phenylamino]-pyrido[3,4-d]pyrimidin-6-yl}-3-aza-bicyclo[3.1.0]hex-6-yl)-carbamic acid tert-butyl ester), FC(C(=O)O)(F)F (trifluoroacetic acid). Yields the product NC1C2CN(CC12)C1=CC2=C(N=CN=C2NC2=CC(=C(C=C2)OC=2C=NC=CC2)C)C=N1 ([6-(6-Amino-3-aza-bicyclo[3.1.0]hex-3-yl)-pyrido[3,4-d]pyrimidin-4-yl]-[3-methyl-4-(pyridin-3-yloxy)-phenyl]-amine). Yield: 98.8%. RXN SMILES: C(OC(=O)[NH:7][CH:8]1[CH:13]2[CH:9]1[CH2:10][N:11]([C:14]1[N:38]=[CH:37][C:17]3[N:18]=[CH:19][N:20]=[C:21]([NH:22][C:23]4[CH:28]=[CH:27][C:26]([O:29][C:30]5[CH:31]=[N:32][CH:33]=[CH:34][CH:35]=5)=[C:25]([CH3:36])[CH:24]=4)[C:16]=3[CH:15]=1)[CH2:12]2)(C)(C)C.FC(F)(F)C(O)=O>>[NH2:7][CH:8]1[CH:9]2[CH:13]1[CH2:12][N:11]([C:14]1[N:38]=[CH:37][C:17]3[N:18]=[CH:19][N:20]=[C:21]([NH:22][C:23]4[CH:28]=[CH:27][C:26]([O:29][C:30]5[CH:31]=[N:32][CH:33]=[CH:34][CH:35]=5)=[C:25]([CH3:36])[CH:24]=4)[C:16]=3[CH:15]=1)[CH2:10]2. Procedure details: A sample (0.26 g, 0.49 mmol) of (3-{4-[3-Methyl-4-(pyridin-3-yloxy)-phenylamino]-pyrido[3,4-d]pyrimidin-6-yl}-3-aza-bicyclo[3.1.0]hex-6-yl)-carbamic acid tert-butyl ester was treated with 0.5 mL of trifluoroacetic acid and immediately concentrated in vacuo. The residue was dissolved in chloroform and washed with saturated sodium bicarbonate. The aqueous layer was back extracted several times with chloroform. The organics were dried over sodium sulfate and evaporated to afford 206 mg of the title... Reactants: C(C(=O)N)(=O)OCC (ethyl oxamate), Cl (hydrochloric acid), ClC1=C(C=CC=C1)Cl (1,2-dichlorobenzene), O (water). RXN SMILES: [Cl:1][C:2]1[CH:7]=[CH:6][CH:5]=[CH:4][C:3]=1[Cl:8].[C:9](OCC)(=[O:13])[C:10]([NH2:12])=[O:11].O.Cl>O1CCCC1.C(O)C>[Cl:1][C:2]1[C:3]([Cl:8])=[CH:4][CH:5]=[CH:6][C:7]=1[C:9](=[O:13])[C:10]([NH2:12])=[O:11]. Procedure: n-Butyl chloride (55.5 g, 0.6 mol) was added dropwise to a stirred suspension of lithium slices (8.30 g, 1.2 mol) in dried ether (300 ml) under N2 so as to maintain gentle reflux. After heating under reflux for a further 33/4 hours the mixture was cooled to room temperature and stirred overnight. (Previous analyses indicate that this procedure affords a 66% yield of butyl lithium (≡0.4 mol). The mixture was then cooled to -60° C. and held at this temperature during the following operations. Drie... Yield: 51.6%. Yields the product ClC1=C(C=CC=C1Cl)C(C(=O)N)=O (2,3-dichlorophenylglyoxylamide). Reaction conditions: temperature -60 celsius, time 1 hour. Run in O1CCCC1 (tetrahydrofuran), C(C)O (ethanol), O1CCCC1 (tetrahydrofuran), O1CCCC1 (tetrahydrofuran). Starting materials: [Li]CCCC, Cc1cnc2c(c1)CCCC2, O, S=C=N[Si](N=C=S)(N=C=S)N=C=S, c1ccccc1. The product is Cc1cnc2c(c1)CCCC2C(N)=S. Reaction SMILES: [CH2:12]([Li:13])[CH2:14][CH2:15][CH3:16].[CH3:1][c:2]1[cH:3][n:4][c:5]2[c:10]([cH:11]1)[CH2:9][CH2:8][CH2:7][CH2:6]2.[OH2:30].[Si:17]([N:18]=[C:19]=[S:20])([N:21]=[C:22]=[S:23])([N:24]=[C:25]=[S:26])[N:27]=[C:28]=[S:29].[cH:31]1[cH:32][cH:33][cH:34][cH:35][cH:36]1>>[CH3:1][c:2]1[cH:3][n:4][c:5]2[c:10]([cH:11]1)[CH2:9][CH2:8][CH2:7][CH:6]2[C:19]([NH2:18])=[S:20].